describe an organic reaction: reactants, conditions, products, and yield From a dataset of the Open Reaction Database (ORD), a public repository of structured organic reaction records. Starting materials: Fc1cccc(CBr)n1, O=C([O-])[O-], O=C(NC1CCc2[nH]c3ccc(OC(F)(F)F)cc3c2C1)OCc1ccccc1, CCOC(C)=O, [Cs+], [Cs+], CN(C)C=O. The product is O=C(NC1CCc2c(c3cc(OC(F)(F)F)ccc3n2Cc2cccc(F)n2)C1)OCc1ccccc1. Reaction SMILES: [Br:36][CH2:37][c:38]1[n:39][c:40]([F:44])[cH:41][cH:42][cH:43]1.[C:1](=[O:2])([O-:3])[O-:4].[CH2:7]([c:8]1[cH:9][cH:10][cH:11][cH:12][cH:13]1)[O:14][C:15]([NH:16][CH:17]1[CH2:18][CH2:19][c:20]2[nH:21][c:22]3[cH:23][cH:24][c:25]([O:30][C:31]([F:32])([F:33])[F:34])[cH:26][c:27]3[c:28]2[CH2:29]1)=[O:35].[CH3:50][CH2:51][O:52][C:53]([CH3:54])=[O:55].[Cs+:5].[Cs+:6].[O:45]=[CH:46][N:47]([CH3:48])[CH3:49]>>[CH2:7]([c:8]1[cH:9][cH:10][cH:11][cH:12][cH:13]1)[O:14][C:15]([NH:16][CH:17]1[CH2:18][CH2:19][c:20]2[n:21]([CH2:37][c:38]3[n:39][c:40]([F:44])[cH:41][cH:42][cH:43]3)[c:22]3[cH:23][cH:24][c:25]([O:30][C:31]([F:32])([F:33])[F:34])[cH:26][c:27]3[c:28]2[CH2:29]1)=[O:35]. The reactants are BrC=1C=C(COC2=CC(=C(OC3=CC=C(C=C3)O)C=C2)[N+](=O)[O-])C=CC1 (4-[4-(3-Bromo-benzyloxy)-2-nitro-phenoxy]-phenol), [Cl-].[NH4+] (ammonium chloride). The reagents and catalysts are [Fe] (iron). Solvent: O (water), C(C)O (ethanol). The product is NC1=C(OC2=CC=C(C=C2)O)C=CC(=C1)OCC1=CC(=CC=C1)Br (4-[2-Amino-4-(3-bromo-benzyloxy)-phenoxy]-phenol). Yield: 76.2%. Reaction SMILES: [Br:1][C:2]1[CH:3]=[C:4]([CH:24]=[CH:25][CH:26]=1)[CH2:5][O:6][C:7]1[CH:20]=[CH:19][C:10]([O:11][C:12]2[CH:17]=[CH:16][C:15]([OH:18])=[CH:14][CH:13]=2)=[C:9]([N+:21]([O-])=O)[CH:8]=1.[Cl-].[NH4+]>O.C(O)C.[Fe]>[NH2:21][C:9]1[CH:8]=[C:7]([O:6][CH2:5][C:4]2[CH:24]=[CH:25][CH:26]=[C:2]([Br:1])[CH:3]=2)[CH:20]=[CH:19][C:10]=1[O:11][C:12]1[CH:17]=[CH:16][C:15]([OH:18])=[CH:14][CH:13]=1 |f:1.2|. Procedure details: A mixture of the product from Example 218A (384.6 mg, 0.924 mmol), iron powder (317.4 mg, 5.683 mmol), and ammonium chloride (323.7 mg, 6.052 mmol) in water (3 mL) and ethanol (6 mL) was heated at 70° under a nitrogen atmosphere for 1 hour. The reaction was cooled to room temperature and vacuum filtered, washing the residue with methanol. The filtrate was concentrated under vacuum and azeotroped with toluene (50 mL). The residue was purified by silica gel flash chromatography using a gradient of... Reactants: C1NCCC2=CC=C(C=C12)C(=O)O (1,2,3,4-tetrahydro-7-isoquinolinecarboxylic acid), C1CCOC1 (THF). Run at time 5 hour. Product: C(C)(=O)N1CC2=CC(=CC=C2CC1)C(=O)O (2-Acetyl-1,2,3,4-tetrahydro-isoquinoline-7-carboxylic acid). RXN SMILES: [CH2:1]1[C:10]2[C:5](=[CH:6][CH:7]=[C:8]([C:11]([OH:13])=[O:12])[CH:9]=2)[CH2:4][CH2:3][NH:2]1.C1C[O:17][CH2:16][CH2:15]1>>[C:16]([N:2]1[CH2:3][CH2:4][C:5]2[C:10](=[CH:9][C:8]([C:11]([OH:13])=[O:12])=[CH:7][CH:6]=2)[CH2:1]1)(=[O:17])[CH3:15]. Reported procedure: 30.6 g 1,2,3,4-tetrahydro-7-isoquinolinecarboxylic acid are dissolved in 383 ml THF 109 ml acetic acid anhydride are added and the mixture is stirred for 5 h at ambient temperature. The resulting solid is collected and dried. 12.1 g of a colorless solid are obtained. Starting materials: COCC(=O)Cl, Cc1cccc2sc(N)nc12, c1ccncc1. The product is COCC(=O)Nc1nc2c(C)cccc2s1. Reaction SMILES: [CH3:12][O:13][CH2:14][C:15](=[O:16])[Cl:17].[NH2:1][c:2]1[s:3][c:4]2[c:5]([n:6]1)[c:7]([CH3:11])[cH:8][cH:9][cH:10]2.[cH:18]1[cH:19][cH:20][n:21][cH:22][cH:23]1>>[NH:1]([c:2]1[s:3][c:4]2[c:5]([n:6]1)[c:7]([CH3:11])[cH:8][cH:9][cH:10]2)[C:15]([CH2:14][O:13][CH3:12])=[O:16]. Reactants: resultant mixture, ClC=1C=C(C=C(C1OC1=NC=C(C=C1)OCC1=CC=C(C=C1)C)C)/C=C/C(=O)O ((E)-3-[3-chloro-5-methyl-4-({5-[(4-methyl-benzyl)oxy]pyridin-2-yl}oxy)phenyl]prop-2-enoic acid), CN(C1=CC=C(C=C1)OCCC1=CC=C(C=C1)CN1CCNCC1)C (N,N-dimethyl-4-{2-[4-(piperazin-1-ylmethyl)phenyl]ethoxy}aniline), C1CCC(CC1)N=C=NC2CCCCC2 (DCC). Reagents/catalysts: CN(C)C=1C=CN=CC1 (DMAP). Run in C(Cl)Cl (CH2Cl2). Product: ClC=1C=C(C=C(C1OC1=NC=C(C=C1)OCC1=CC=C(C=C1)C)C)/C=C/C(=O)N1CCN(CC1)CC1=CC=C(C=C1)CCOC1=CC=C(C=C1)N(C)C ((E)-3-[3-chloro-5-methyl-4-({5-[(4-methylbenzyl)oxy]-pyridin-2-yl}oxy)phenyl]-1-[4-(4-{2-[4-(dimethylamino)phenoxy]ethyl}benzyl)piperazin-1-yl]prop-2-en-1-one). Isolated yield 51.6%. RXN SMILES: [Cl:1][C:2]1[CH:3]=[C:4](/[CH:25]=[CH:26]/[C:27](O)=[O:28])[CH:5]=[C:6]([CH3:24])[C:7]=1[O:8][C:9]1[CH:14]=[CH:13][C:12]([O:15][CH2:16][C:17]2[CH:22]=[CH:21][C:20]([CH3:23])=[CH:19][CH:18]=2)=[CH:11][N:10]=1.[CH3:30][N:31]([CH3:54])[C:32]1[CH:37]=[CH:36][C:35]([O:38][CH2:39][CH2:40][C:41]2[CH:46]=[CH:45][C:44]([CH2:47][N:48]3[CH2:53][CH2:52][NH:51][CH2:50][CH2:49]3)=[CH:43][CH:42]=2)=[CH:34][CH:33]=1.C1CCC(N=C=NC2CCCCC2)CC1>CN(C1C=CN=CC=1)C.C(Cl)Cl>[Cl:1][C:2]1[CH:3]=[C:4](/[CH:25]=[CH:26]/[C:27]([N:51]2[CH2:50][CH2:49][N:48]([CH2:47][C:44]3[CH:45]=[CH:46][C:41]([CH2:40][CH2:39][O:38][C:35]4[CH:34]=[CH:33][C:32]([N:31]([CH3:30])[CH3:54])=[CH:37][CH:36]=4)=[CH:42][CH:43]=3)[CH2:53][CH2:52]2)=[O:28])[CH:5]=[C:6]([CH3:24])[C:7]=1[O:8][C:9]1[CH:14]=[CH:13][C:12]([O:15][CH2:16][C:17]2[CH:22]=[CH:21][C:20]([CH3:23])=[CH:19][CH:18]=2)=[CH:11][N:10]=1. Procedure: To a CH2Cl2 (5 mL) solution of (E)-3-[3-chloro-5-methyl-4-({5-[(4-methyl-benzyl)oxy]pyridin-2-yl}oxy)phenyl]prop-2-enoic acid (200 mg) was added N,N-dimethyl-4-{2-[4-(piperazin-1-ylmethyl)phenyl]ethoxy}aniline (191 mg), DCC (151 mg), and DMAP (5.96 mg) at room temperature, then the resultant mixture was stirred over night. The mixture was evaporated. The residue was added AcOEt, then filtered off, and the filtrate was evaporated. The residue was purified by silica gel column chromatography (n-he...